From a dataset of the Open Reaction Database (ORD), a public repository of structured organic reaction records. describe an organic reaction: reactants, conditions, products, and yield The reactants are O=C([O-])O, CON=C(C(=O)Cl)c1csc(NC(=O)CCl)n1, Cl, NC1C(=O)NC1CO, [Na+], C1CCOC1, O. Product: CON=C(C(=O)NC1C(=O)NC1CO)c1csc(NC(=O)CCl)n1. Reaction SMILES: [C:9](=[O:10])([O-:11])[OH:12].[Cl:15][CH2:16][C:17](=[O:18])[NH:19][c:20]1[s:21][cH:22][c:23]([C:25]([C:26](=[O:27])[Cl:28])=[N:29][O:30][CH3:31])[n:24]1.[ClH:14].[NH2:1][CH:2]1[C:3](=[O:8])[NH:4][CH:5]1[CH2:6][OH:7].[Na+:13].[O:32]1[CH2:33][CH2:34][CH2:35][CH2:36]1.[OH2:37]>>[NH:1]([CH:2]1[C:3](=[O:8])[NH:4][CH:5]1[CH2:6][OH:7])[C:26]([C:25]([c:23]1[cH:22][s:21][c:20]([NH:19][C:17]([CH2:16][Cl:15])=[O:18])[n:24]1)=[N:29][O:30][CH3:31])=[O:27]. Reactants: Cl (HCl), FC1=C(C=CC(=C1)[N+](=O)[O-])N1N=CC(=C1)C1=NC=CC=C1 (2-[1-(2-fluoro-4-nitrophenyl)-1H-pyrazol-4-yl]pyridine), C(=O)([O-])[O-].[Na+].[Na+] (Na2CO3). The reagents and catalysts are [Fe] (Fe). Run in C(C)O (ethyl alcohol). Yields the product FC1=C(C=CC(=C1)N)N1N=CC(=C1)C1=NC=CC=C1 (2-[1-(2-fluoro-4-aminophenyl)-1H-pyrazol-4-yl]pyridine). Yield: 67.1%. RXN SMILES: [F:1][C:2]1[CH:7]=[C:6]([N+:8]([O-])=O)[CH:5]=[CH:4][C:3]=1[N:11]1[CH:15]=[C:14]([C:16]2[CH:21]=[CH:20][CH:19]=[CH:18][N:17]=2)[CH:13]=[N:12]1.Cl.C([O-])([O-])=O.[Na+].[Na+]>C(O)C.[Fe]>[F:1][C:2]1[CH:7]=[C:6]([NH2:8])[CH:5]=[CH:4][C:3]=1[N:11]1[CH:15]=[C:14]([C:16]2[CH:21]=[CH:20][CH:19]=[CH:18][N:17]=2)[CH:13]=[N:12]1 |f:2.3.4|. Procedure: 900 mg of 2-(1-(2-fluoro-4-nitrophenyl)-1H-pyrazol-4-yl)pyridine (24f) was dissolved in 25 mL ethyl alcohol (95%), and then the mixture was heated to reflux. HCl (4N, 660 μL) was added to the mixture, and then Fe powder (886.5 mg) was added in batches over 15 minutes, under stirring and refluxing. TLC monitoring was performed to determine completion of the reaction, after which the mixture was cooled down to room temperature and buffered to pH 9-10 with a saturated Na2CO3 solution. Then, the iro... Starting materials: O=C([O-])[O-], C=CCc1c(O)c(Cl)c(C)c2c(=O)c3ccccc3oc12, ClC(Cl)Cl, O=C(OO)c1cccc(Cl)c1, [K+], [K+], O. RXN SMILES: [C:37]([O-:38])([O-:39])=[O:40].[CH2:1]([CH:2]=[CH2:3])[c:4]1[c:5]([OH:21])[c:6]([Cl:20])[c:7]([CH3:19])[c:8]2[c:9](=[O:18])[c:10]3[cH:11][cH:12][cH:13][cH:14][c:15]3[o:16][c:17]12.[CH:33]([Cl:34])([Cl:35])[Cl:36].[Cl:22][c:23]1[cH:24][cH:25][cH:26][c:27]([C:28]([O:29][OH:30])=[O:31])[cH:32]1.[K+:41].[K+:42].[OH2:43]>>[CH2:1]1[CH:2]([C:37]([OH:38])=[O:40])[O:21][c:5]2[c:4]1[c:17]1[c:8]([c:7]([CH3:19])[c:6]2[Cl:20])[c:9](=[O:18])[c:10]2[cH:11][cH:12][cH:13][cH:14][c:15]2[o:16]1. Product: Cc1c(Cl)c2c(c3oc4ccccc4c(=O)c13)CC(C(=O)O)O2. Reactants: NC1=CC(=C(C=C1OC)C(=O)N1CCOCC1)F ((4-amino-2-fluoro-5-methoxyphenyl)(morpholino)methanone), B(Br)(Br)Br (BBr3). The solvent is C(Cl)Cl (CH2Cl2). Run at temperature 0 celsius, time 2 hour. Yields the product NC1=CC(=C(C=C1O)C(=O)N1CCOCC1)F ((4-Amino-2-fluoro-5-hydroxyphenyl)(morpholino)methanone). The yield is 81.6%. RXN SMILES: [NH2:1][C:2]1[C:7]([O:8]C)=[CH:6][C:5]([C:10]([N:12]2[CH2:17][CH2:16][O:15][CH2:14][CH2:13]2)=[O:11])=[C:4]([F:18])[CH:3]=1.B(Br)(Br)Br>C(Cl)Cl>[NH2:1][C:2]1[C:7]([OH:8])=[CH:6][C:5]([C:10]([N:12]2[CH2:13][CH2:14][O:15][CH2:16][CH2:17]2)=[O:11])=[C:4]([F:18])[CH:3]=1. Reported procedure: A mixture of (4-amino-2-fluoro-5-methoxyphenyl)(morpholino)methanone (260 mg, 1.02 mmol), BBr3 (1.28 g, 5.10 mmol), and CH2Cl2 (15 mL) was stirred at 0° C. for 2 h. The reaction was quenched by water at 0° C. The resulting mixture was extracted with EtOAc. The combined organic layer was washed with brine (20 mL), dried over sodium sulfate, and concentrated under reduced pressure. Silica-gel column chromatography afforded the title product as yellow solid (200 mg, 81%). Starting materials: CN1CCN(Cc2ccccc2)CC(CO)([N+](=O)[O-])C1, CC(C)(C)[O-], CO, [K+]. Product: CN1CCN(Cc2ccccc2)CC([N+](=O)[O-])C1. As a reaction SMILES: [CH2:1]([c:2]1[cH:3][cH:4][cH:5][cH:6][cH:7]1)[N:8]1[CH2:9][CH2:10][N:11]([CH3:20])[CH2:12][C:13]([N+:15](=[O:16])[O-:17])([CH2:18][OH:19])[CH2:14]1.[CH3:21][C:22]([CH3:23])([O-:24])[CH3:25].[CH3:27][OH:28].[K+:26]>>[CH2:1]([c:2]1[cH:3][cH:4][cH:5][cH:6][cH:7]1)[N:8]1[CH2:9][CH2:10][N:11]([CH3:20])[CH2:12][CH:13]([N+:15](=[O:16])[O-:17])[CH2:14]1.